This data is from the Open Reaction Database (ORD), a public repository of structured organic reaction records. The task is: describe an organic reaction: reactants, conditions, products, and yield The reactants are O=S(=O)(c1ccc(Br)cc1)C1CCN(CCc2ccc(F)cc2F)CC1, CN1CCCC1=O, CCCCCC, CCOC(C)=O, ClCCl, [Cu], [H-], [Na+], O, c1nc[nH]n1. Yields the product O=S(=O)(c1ccc(-n2cncn2)cc1)C1CCN(CCc2ccc(F)cc2F)CC1. As a reaction SMILES: [Br:6][c:7]1[cH:8][cH:9][c:10]([S:13](=[O:14])(=[O:15])[CH:16]2[CH2:17][CH2:18][N:19]([CH2:22][CH2:23][c:24]3[c:25]([F:31])[cH:26][c:27]([F:30])[cH:28][cH:29]3)[CH2:20][CH2:21]2)[cH:11][cH:12]1.[CH3:38][N:39]1[CH2:40][CH2:41][CH2:42][C:43]1=[O:44].[CH3:46][CH2:47][CH2:48][CH2:49][CH2:50][CH3:51].[CH3:52][CH2:53][O:54][C:55]([CH3:56])=[O:57].[Cl:35][CH2:36][Cl:37].[Cu:45].[H-:32].[Na+:33].[OH2:34].[nH:1]1[n:2][cH:3][n:4][cH:5]1>>[n:1]1(-[c:7]2[cH:8][cH:9][c:10]([S:13](=[O:14])(=[O:15])[CH:16]3[CH2:17][CH2:18][N:19]([CH2:22][CH2:23][c:24]4[c:25]([F:31])[cH:26][c:27]([F:30])[cH:28][cH:29]4)[CH2:20][CH2:21]3)[cH:11][cH:12]2)[n:2][cH:3][n:4][cH:5]1. Reactants: ClCCl, O=C(OO)c1cccc(Cl)c1, CCSc1cnc(Cl)c(Cl)c1. Yields the product CCS(=O)c1cnc(Cl)c(Cl)c1. RXN SMILES: [CH2:23]([Cl:24])[Cl:25].[Cl:12][c:13]1[cH:14][cH:15][cH:16][c:17]([C:18]([O:19][OH:21])=[O:20])[cH:22]1.[Cl:1][c:2]1[n:3][cH:4][c:5]([S:9][CH2:10][CH3:11])[cH:6][c:7]1[Cl:8]>>[Cl:1][c:2]1[n:3][cH:4][c:5]([S:9]([CH2:10][CH3:11])=[O:20])[cH:6][c:7]1[Cl:8]. Reactants: O=[N+]([O-])c1cccc(Cl)c1Cl, N#C[Cu]C#N, N#C[Na], CN(C)C=O. Yields the product N#Cc1c(Cl)cccc1[N+](=O)[O-]. RXN SMILES: [Cl:1][c:2]1[c:3]([N+:9](=[O:10])[O-:11])[cH:4][cH:5][cH:6][c:7]1[Cl:8].[Cu:12]([C:13]#[N:14])[C:15]#[N:16].[Na:17][C:18]#[N:19].[O:20]=[CH:21][N:22]([CH3:23])[CH3:24]>>[c:2]1([C:13]#[N:14])[c:3]([N+:9](=[O:10])[O-:11])[cH:4][cH:5][cH:6][c:7]1[Cl:8]. Starting materials: C1CCOC1, Cc1cc([N+](=O)[O-])c(Cl)cc1F, [H-], [Na+], O, CC(C)(C)OC(=O)N1CCN(CCCO)CC1. Product: Cc1cc([N+](=O)[O-])c(Cl)cc1OCCCN1CCN(C(=O)OC(C)(C)C)CC1. RXN SMILES: [CH2:33]1[O:34][CH2:35][CH2:36][CH2:37]1.[Cl:20][c:21]1[c:22]([N+:29](=[O:30])[O-:31])[cH:23][c:24]([CH3:28])[c:25]([F:27])[cH:26]1.[H-:18].[Na+:19].[OH2:32].[OH:1][CH2:2][CH2:3][CH2:4][N:5]1[CH2:6][CH2:7][N:8]([C:11](=[O:12])[O:13][C:14]([CH3:15])([CH3:16])[CH3:17])[CH2:9][CH2:10]1>>[O:1]([CH2:2][CH2:3][CH2:4][N:5]1[CH2:6][CH2:7][N:8]([C:11](=[O:12])[O:13][C:14]([CH3:15])([CH3:16])[CH3:17])[CH2:9][CH2:10]1)[c:25]1[c:24]([CH3:28])[cH:23][c:22]([N+:29](=[O:30])[O-:31])[c:21]([Cl:20])[cH:26]1. The reactants are CC1(C(=C(C1=NO)C1=CC=CC=C1)C1=CC=C(C=C1)S(=O)(=O)C)C (4,4-Dimethyl-3-(4-methylsulfonylphenyl)-2-phenyl-2-cyclobuten-1-one oxime), CO3, Cl.N1=CC(=CC=C1)CCl (3-picolylchloride hydrochloride). Run in CN(C)C=O (DMF), CN(C)C=O (DMF), CCOC(=O)C (EtOAc), O (H2O). Reaction conditions: temperature 80 celsius. Yields the product N1=CC(=CC=C1)CON=C1C(=C(C1(C)C)C1=CC=C(C=C1)S(=O)(=O)C)C1=CC=CC=C1 (4,4-Dimethyl-3-(4-methylsulfonylphenyl)-2-phenyl-2-cyclobuten-1-one 3-picolyloxime). RXN SMILES: [CH3:1][C:2]1([CH3:24])[C:5](=[N:6][OH:7])[C:4]([C:8]2[CH:13]=[CH:12][CH:11]=[CH:10][CH:9]=2)=[C:3]1[C:14]1[CH:19]=[CH:18][C:17]([S:20]([CH3:23])(=[O:22])=[O:21])=[CH:16][CH:15]=1.Cl.[N:26]1[CH:31]=[CH:30][CH:29]=[C:28]([CH2:32]Cl)[CH:27]=1>CN(C=O)C.CCOC(C)=O.O>[N:26]1[CH:31]=[CH:30][CH:29]=[C:28]([CH2:32][O:7][N:6]=[C:5]2[C:2]([CH3:24])([CH3:1])[C:3]([C:14]3[CH:15]=[CH:16][C:17]([S:20]([CH3:23])(=[O:22])=[O:21])=[CH:18][CH:19]=3)=[C:4]2[C:8]2[CH:9]=[CH:10][CH:11]=[CH:12][CH:13]=2)[CH:27]=1 |f:1.2|. Reported procedure: To a solution of Example 45 (102 mg) in DMF (3 mL) was added Cs2 CO3 (390 mg) and a solution of 3-picolylchloride hydrochloride (154 mg) in DMF (3 mL). The mixture was heated at 80° C. for 18 hr, diluted with EtOAc and H2O. The aqueous phase was extracted with EtOAc, the combined organic phase was washed with brine, dried (MgSO4) and the solvent evaporated. The resulting residue was purified by flash chromatography (silica gel; hexane/EtOAc (40:60)) to give the title compound as white foam; 1H N... Reactants: C(C)C1=C(C=CC=C1\C=C\OC)C1=NSC(=N1)C=1C=CC(=C(C#N)C1)CC(C)C (5-(3-{2-ethyl-3-[(E)-2-(methyloxy)ethenyl]phenyl}-1,2,4-thiadiazol-5-yl)-2-(2-methylpropyl)benzonitrile), Cl (hydrochloric acid). The solvent is O1CCCC1 (tetrahydrofuran). Reaction conditions: temperature 70 celsius, time 2 hour. The product is C(C)C1=C(C=CC=C1CC=O)C1=NSC(=N1)C=1C=CC(=C(C#N)C1)CC(C)C (5-{3-[2-ethyl-3-(2-oxoethyl)phenyl]-1,2,4-thiadiazol-5-yl}-2-(2-methylpropyl)benzonitrile). The yield is 100.1%. RXN SMILES: [CH2:1]([C:3]1[C:8](/[CH:9]=[CH:10]/[O:11]C)=[CH:7][CH:6]=[CH:5][C:4]=1[C:13]1[N:17]=[C:16]([C:18]2[CH:19]=[CH:20][C:21]([CH2:26][CH:27]([CH3:29])[CH3:28])=[C:22]([CH:25]=2)[C:23]#[N:24])[S:15][N:14]=1)[CH3:2].Cl>O1CCCC1>[CH2:1]([C:3]1[C:8]([CH2:9][CH:10]=[O:11])=[CH:7][CH:6]=[CH:5][C:4]=1[C:13]1[N:17]=[C:16]([C:18]2[CH:19]=[CH:20][C:21]([CH2:26][CH:27]([CH3:28])[CH3:29])=[C:22]([CH:25]=2)[C:23]#[N:24])[S:15][N:14]=1)[CH3:2]. Procedure details: To a solution of 5-(3-{2-ethyl-3-[(E)-2-(methyloxy)ethenyl]phenyl}-1,2,4-thiadiazol-5-yl)-2-(2-methylpropyl)benzonitrile (D61) (500 mg) in tetrahydrofuran (THF) (20 mL) stirred under nitrogen at room temperature was added 2M hydrochloric acid (1.239 mL). The reaction mixture was stirred at 70° C. for 2 h. After cooling the reaction, the solution was condensed under reduced pressure to give 5-{3-[2-ethyl-3-(2-oxoethyl)phenyl]-1,2,4-thiadiazol-5-yl}-2-(2-methylpropyl)benzonitrile (D62) (483 mg), w...